This data is from the Open Reaction Database (ORD), a public repository of structured organic reaction records. The task is: describe an organic reaction: reactants, conditions, products, and yield Starting materials: ClCCCCC(=O)N1C2=C(C(NC3=C1C=CC=C3)=O)N(N=C2)CC (4-(5-chlorovaleryl)-1-ethyl-1,4,9,10-tetrahydropyrazolo[4,3-b][1,5]benzodiazepin-10-one), CN1CCNCC1 (N-methylpiperazine). The product is C(C)N1N=CC=2N(C3=C(NC(C21)=O)C=CC=C3)C(CCCCN3CCN(CC3)C)=O (1-ethyl-4-[5-(4-methylpiperazin-1-yl)valeryl]-1,4,9,10-tetrahydropyrazolo[4,3-b][1,5]benzodiazepin-10-one). As a reaction SMILES: Cl[CH2:2][CH2:3][CH2:4][CH2:5][C:6]([N:8]1[C:14]2[CH:15]=[CH:16][CH:17]=[CH:18][C:13]=2[NH:12][C:11](=[O:19])[C:10]2[N:20]([CH2:23][CH3:24])[N:21]=[CH:22][C:9]1=2)=[O:7].[CH3:25][N:26]1[CH2:31][CH2:30][NH:29][CH2:28][CH2:27]1>>[CH2:23]([N:20]1[C:10]2[C:11](=[O:19])[NH:12][C:13]3[CH:18]=[CH:17][CH:16]=[CH:15][C:14]=3[N:8]([C:6](=[O:7])[CH2:5][CH2:4][CH2:3][CH2:2][N:29]3[CH2:30][CH2:31][N:26]([CH3:25])[CH2:27][CH2:28]3)[C:9]=2[CH:22]=[N:21]1)[CH3:24]. Reported procedure: 4-(5-chlorovaleryl)-1-ethyl-1,4,9,10-tetrahydropyrazolo[4,3-b][1,5]benzodiazepin-10-one, respectively, with a corresponding amount of N-methylpiperazine. Starting materials: ClC=1C(=NC(=NC1)N[C@@H](C)C1=NC=C(C=C1)F)NC1=NNC(=C1)OC(C)C (5-Chloro-N2-[(1S)-1-(5-fluoropyridin-2-yl)ethyl]-N4-(5-isopropoxy-1H-pyrazol-3-yl)pyrimidine-2,4-diamine), ClC1=NC=C(C(=N1)NC1=NNC(=C1)C)Cl (2,5-dichloro-N-(5-methyl-1H-pyrazol-3-yl)pyrimidin-4-amine), CCN(C(C)C)C(C)C (DIEA). The solvent is CCCCO (n-BuOH). Reaction conditions: temperature 160 celsius. Product: ClC=1C(=NC(=NC1)N[C@@H](C)C1=NC=C(C=C1)F)NC1=NNC(=C1)C (5-Chloro-N2-[(1S)-1-(5-fluoropyridin-2-yl)ethyl]-N4-(5-methyl-1H-pyrazol-3-yl)pyrimidine-2,4-diamine). Yield: 135.2%. As a reaction SMILES: [Cl:1][C:2]1[C:3]([NH:18][C:19]2[CH:23]=[C:22](OC(C)C)[NH:21][N:20]=2)=[N:4][C:5]([NH:8][C@H:9]([C:11]2[CH:16]=[CH:15][C:14]([F:17])=[CH:13][N:12]=2)[CH3:10])=[N:6][CH:7]=1.Cl[C:29]1N=C(NC2C=C(C)NN=2)C(Cl)=CN=1.CCN(C(C)C)C(C)C>CCCCO>[Cl:1][C:2]1[C:3]([NH:18][C:19]2[CH:23]=[C:22]([CH3:29])[NH:21][N:20]=2)=[N:4][C:5]([NH:8][C@H:9]([C:11]2[CH:16]=[CH:15][C:14]([F:17])=[CH:13][N:12]=2)[CH3:10])=[N:6][CH:7]=1. Procedure details: A mixture of (S)-1-(5-fluoropyridin-2-yl)ethanamine (Method 6; 146 mg, 1.04 mmol), 2,5-dichloro-N-(5-methyl-1H-pyrazol-3-yl)pyrimidin-4-amine (Method 38; 244 mg, 1.04 mmol) and DIEA (0.39 ml) in n-BuOH (3 ml) was charged into a microwave reaction vessel. The vessel was sealed and heated in microwave reactor at 160° C. for 6 hrs. The solvent was removed under reduced pressure and the residue was purified by Gilson (10-50% acetonitrile/H2O, 15 min) to give the title compound as solid (489 mg). 1H ... Starting materials: BrC=1C=C(C=CC1OC)C (3-bromo-4-methoxytoluene), [NH2-].[Na+] (sodium amide), C(C1=CC=CC=C1)N (benzylamine), CO (Methanol), ice water. The solvent is O1CCCC1 (tetrahydrofuran). Run at temperature 60 celsius. Yields the product C(C1=CC=CC=C1)NC1=C(C=CC(=C1)OC)C (2-Benzylamino-4-methoxy-1-methylbenzene). RXN SMILES: [NH2-].[Na+].[CH2:3]([NH2:10])[C:4]1[CH:9]=[CH:8][CH:7]=[CH:6][CH:5]=1.Br[C:12]1[CH:13]=[C:14]([CH3:20])[CH:15]=[CH:16][C:17]=1[O:18][CH3:19].CO>O1CCCC1>[CH2:3]([NH:10][C:15]1[CH:16]=[C:17]([O:18][CH3:19])[CH:12]=[CH:13][C:14]=1[CH3:20])[C:4]1[CH:9]=[CH:8][CH:7]=[CH:6][CH:5]=1 |f:0.1|. Procedure: 20.3 g (0.520 mol) of sodium amide was added to 140 g (1.31 mol) of benzylamine under an argon atmosphere. After stirring under cooling with ice for 20 minutes, a solution of 34.84 g (0.129 mol) of 3-bromo-4-methoxytoluene dissolved in 220 ml of tetrahydrofuran was added dropwise over 90 minutes. The reaction mixture was heated to 60° C. and stirred for 60 minutes. Methanol was added under cooling with ice, followed by further addition of ice water. The reaction mixture was extracted with ethyl ...